Dataset: the Open Reaction Database (ORD), a public repository of structured organic reaction records. Task: describe an organic reaction: reactants, conditions, products, and yield Reactants: C1(=CC=CC=C1)N(C(=O)C1=CC2=C(N(C(=N2)SCC2=CC=C(C=C2)C#N)C)C=C1)CCC(=O)OCC (1-methyl-2-[(4-cyanophenyl)methylthio]benzimidazol-5-yl-carboxylic acid-N-phenyl-N-(2-ethoxycarbonylethyl)amide), Cl (hydrogen chloride), C([O-])([O-])=O.[NH4+].[NH4+] (ammonium carbonate). Solvent: C(C)O (ethanol). Conditions: time 18 hour. Yields the product Cl.C1(=CC=CC=C1)N(C(=O)C1=CC2=C(N(C(=N2)SCC2=CC=C(C=C2)C(N)=N)C)C=C1)CCC(=O)OCC (1-Methyl-2-[(4-amidinophenyl)methylthio]benzimidazol-5-yl-carboxylic acid-N-phenyl-(2-ethoxycarbonylethyl)amide hydrochloride). Isolated yield 78.0%. RXN SMILES: [C:1]1([N:7]([CH2:30][CH2:31][C:32]([O:34][CH2:35][CH3:36])=[O:33])[C:8]([C:10]2[CH:29]=[CH:28][C:13]3[N:14]([CH3:27])[C:15]([S:17][CH2:18][C:19]4[CH:24]=[CH:23][C:22]([C:25]#[N:26])=[CH:21][CH:20]=4)=[N:16][C:12]=3[CH:11]=2)=[O:9])[CH:6]=[CH:5][CH:4]=[CH:3][CH:2]=1.[ClH:37].C(=O)([O-])[O-].[NH4+:42].[NH4+]>C(O)C>[ClH:37].[C:1]1([N:7]([CH2:30][CH2:31][C:32]([O:34][CH2:35][CH3:36])=[O:33])[C:8]([C:10]2[CH:29]=[CH:28][C:13]3[N:14]([CH3:27])[C:15]([S:17][CH2:18][C:19]4[CH:24]=[CH:23][C:22]([C:25](=[NH:42])[NH2:26])=[CH:21][CH:20]=4)=[N:16][C:12]=3[CH:11]=2)=[O:9])[CH:2]=[CH:3][CH:4]=[CH:5][CH:6]=1 |f:2.3.4,6.7|. Procedure: 1.5 g (3.0 mmol) of 1-methyl-2-[(4-cyanophenyl)methylthio]benzimidazol-5-yl-carboxylic acid-N-phenyl-N-(2-ethoxycarbonylethyl)amide were stirred in 80 mL of ethanol saturated with hydrogen chloride for 6.5 hours first at 0° C., then at room temperature, until no more starting material could be detected by thin layer chromatography. Then the solvent was distilled off at a maximum bath temperature of 30° C., the oily residue taken up in 80 mL of absolute ethanol and mixed with 1.0 g (10.5 mmol) of... Starting materials: O (water), C([O-])([O-])=O.[K+].[K+] (potassium carbonate), C(C=C)Br (allyl bromide), COC=1C=CC(=C(C1)O)[N+](=O)[O-] (5-methoxy-2-nitrophenol). Run in C(C)(=O)OCC (ethyl acetate), CN(C=O)C (N,N-dimethylformamide). The product is C(C=C)OC1=C(C=CC(=C1)OC)[N+](=O)[O-] (2-Allyloxy-4-methoxynitrobenzene). Reaction SMILES: [CH3:1][O:2][C:3]1[CH:4]=[CH:5][C:6]([N+:10]([O-:12])=[O:11])=[C:7]([OH:9])[CH:8]=1.C(=O)([O-])[O-].[K+].[K+].[CH2:19](Br)[CH:20]=[CH2:21].O>CN(C)C=O.C(OCC)(=O)C>[CH2:21]([O:9][C:7]1[CH:8]=[C:3]([O:2][CH3:1])[CH:4]=[CH:5][C:6]=1[N+:10]([O-:12])=[O:11])[CH:20]=[CH2:19] |f:1.2.3|. Procedure details: 1.88 g of 5-methoxy-2-nitrophenol was dissolved in 20 ml of N,N-dimethylformamide. Thereafter, 1.53 g of potassium carbonate and 1.03 ml of allyl bromide were successively added to the reaction solution. After the disappearance of materials had been confirmed, water and ethyl acetate were added to the reaction solution, so as to separate an organic layer. The obtained organic layer was washed with water and a saturated sodium chloride solution, and then dried over anhydrous magnesium sulfate. Af...